describe an organic reaction: reactants, conditions, products, and yield From a dataset of the Open Reaction Database (ORD), a public repository of structured organic reaction records. Starting materials: peroxide, OO (hydrogen peroxide), OC1CC(N(C(C1)(C)C)O)(C)C (4-hydroxy-1-oxyl-2,2,6,6-tetramethylpiperidine), ferrous chloride tetrahydrate, C(C)(C)(C)O (tert-butyl alcohol), S(=O)([O-])[O-].[Na+].[Na+] (sodium sulfite). Product: OC1CC(N(C(C1)(C)C)OCC(C)(C)O)(C)C (4-hydroxy-1-(2-hydroxy-2-methylpropoxy)-2,2,6,6-tetramethylpiperidine). RXN SMILES: OO.[OH:3][CH:4]1[CH2:9][C:8]([CH3:11])([CH3:10])[N:7]([OH:12])[C:6]([CH3:14])([CH3:13])[CH2:5]1.S([O-])([O-])=O.[Na+].[Na+].[C:21]([OH:25])([CH3:24])([CH3:23])[CH3:22]>>[OH:3][CH:4]1[CH2:9][C:8]([CH3:10])([CH3:11])[N:7]([O:12][CH2:22][C:21]([OH:25])([CH3:24])[CH3:23])[C:6]([CH3:14])([CH3:13])[CH2:5]1 |f:2.3.4|. Procedure details: A solution of 50% aqueous hydrogen peroxide is added to a mixture of 4-hydroxy-1-oxyl-2,2,6,6-tetramethylpiperidine and ferrous chloride tetrahydrate in tert-butyl alcohol at 30-60° C. Excess peroxide is decomposed with aqueous sodium sulfite. The organic layer is concentrated and the crude product is purified by flash chromatography on silica gel to afford a sample of 4-hydroxy-1-(2-hydroxy-2-methylpropoxy)-2,2,6,6-tetramethylpiperidine. The reactants are [N+](=[N-])=C (diazomethane), CC=CC1=CC=CC=C1 (methyl styrene), COC(C1=C(C=C(C=C1)C(=C)C)C)=O (4-Isopropenyl-2-methyl-benzoic acid methyl ester), [N+](=[N-])=C (diazomethane), COC(C1=C(C=CC=C1)C)=O (2-methylbenzoic acid methyl ester), [N+](=[N-])=C (Diazomethane), N(=O)N(C(=O)N)C (N-Nitroso-N-methylurea), [OH-].[K+] (potassium hydroxide), organic phase, [N+](=[N-])=C (diazomethane). Solvent: C(C)OCC (diethyl ether), C(C)OCC (diethyl ether). Reagents/catalysts: C(C)(=O)[O-].[Pd+2].C(C)(=O)[O-] (Palladium (II) acetate). Reported procedure: Formation of Diazomethane: N-Nitroso-N-methylurea (9.1 g, 61.8 mmol) was added under stirring in portions to a two phase mixture of 50 ml potassium hydroxide solution (23.9 g in 50 ml water) and 50 ml diethyl ether at 0° C. The color of the organic phase changed from colorless to yellow. The two phase mixture was vigorously stirred for 40 min at 0° C. The organic layer that contains diazomethane was separated. Cyclopropanation by adding diazomethane solution to methyl styrene: 4-Isopropenyl-2-me... As a reaction SMILES: [N+](=C)=[N-].N(N(C)[C:7](N)=O)=O.[OH-].[K+].[CH3:13][O:14][C:15](=[O:26])[C:16]1[CH:21]=[CH:20][C:19]([C:22]([CH3:24])=[CH2:23])=[CH:18][C:17]=1[CH3:25].CC=CC1C=CC=CC=1.COC(=O)C1C=CC=CC=1C>C(OCC)C.C([O-])(=O)C.[Pd+2].C([O-])(=O)C>[CH3:13][O:14][C:15](=[O:26])[C:16]1[CH:21]=[CH:20][C:19]([C:22]2([CH3:7])[CH2:24][CH2:23]2)=[CH:18][C:17]=1[CH3:25] |f:2.3,8.9.10|. Isolated yield 87.1%. Yields the product COC(C1=C(C=C(C=C1)C1(CC1)C)C)=O (2-Methyl-4-(1-methyl-cyclopropyl)-benzoic acid methyl ester). Run at temperature 0 celsius, time 40 minute. Starting materials: C(C(C)C)C=1SC=CN1 (2-isobutylthiazole), BrN1C(CCC1=O)=O (N-bromosuccinimide), C(C)(=O)OCC.CCCCCC (ethyl acetate hexane). Run in CN(C)C=O (DMF). Run at time 3 hour. The product is BrC1=CN=C(S1)CC(C)C (5-Bromo-2-isobutylthiazole). Yield: 87.1%. RXN SMILES: [CH2:1]([C:5]1[S:6][CH:7]=[CH:8][N:9]=1)[CH:2]([CH3:4])[CH3:3].[Br:10]N1C(=O)CCC1=O.C(OCC)(=O)C.CCCCCC>CN(C=O)C>[Br:10][C:7]1[S:6][C:5]([CH2:1][CH:2]([CH3:4])[CH3:3])=[N:9][CH:8]=1 |f:2.3|. Procedure details: To a solution of 2-isobutylthiazole (600 mg, 4.25 mmol) in DMF (2 mL) was added N-bromosuccinimide (1.134 g, 6.37 mmol). The mixture was stirred at room temperature for 3 hours then subjected to flash column chromatography using 10% ethyl acetate/hexane to give a yellow oil (815.2 mg, 87% yield). LCMS (Conditions C): Tr 3.51 min; (M+H)+: 219.90 (100%), 221.90 (100%). The reactants are Cl.Cl.N1(CCCC1)[C@@H]1[C@@H](CCCC1)N (cis-2-pyrrolidin-1-yl-cyclohexylamine dihydrochloride), Cl.Cl.N1(CCCC1)[C@@H]1[C@@H](CCCC1)N (cis-2-pyrrolidin-1-yl-cyclohexylamine dihydrochloride), C(C)C1=C(C(=O)O)C=CC(=C1)C(F)(F)F (2-ethyl-4-(trifluoromethyl)-benzoic acid). Yields the product C(C)C1=C(C(=O)N[C@H]2[C@H](CCCC2)N2CCCC2)C=CC(=C1)C(F)(F)F (cis-2-Ethyl-N-(2-pyrrolidin-1-yl-cyclohexyl)-4-trifluoromethyl-benzamide). RXN SMILES: Cl.Cl.[N:3]1([C@H:8]2[CH2:13][CH2:12][CH2:11][CH2:10][C@H:9]2[NH2:14])[CH2:7][CH2:6][CH2:5][CH2:4]1.[CH2:15]([C:17]1[CH:25]=[C:24]([C:26]([F:29])([F:28])[F:27])[CH:23]=[CH:22][C:18]=1[C:19](O)=[O:20])[CH3:16]>>[CH2:15]([C:17]1[CH:25]=[C:24]([C:26]([F:27])([F:28])[F:29])[CH:23]=[CH:22][C:18]=1[C:19]([NH:14][C@@H:9]1[CH2:10][CH2:11][CH2:12][CH2:13][C@@H:8]1[N:3]1[CH2:4][CH2:5][CH2:6][CH2:7]1)=[O:20])[CH3:16] |f:0.1.2|. Procedure details: The title compound, white solid, MS: m/e=369.2 [(M+H)+], was prepared in accordance with the general method of example 5 from cis-2-pyrrolidin-1-yl-cyclohexylamine dihydrochloride (intermediate F) and 2-ethyl-4-(trifluoromethyl)-benzoic acid (CAS 854531-63-8). Starting materials: FB(F)F, CC(=O)OCC1OC(OC(=N)C(Cl)(Cl)Cl)C(OC(C)=O)C(OC(C)=O)C1OC(C)=O, CCOCC, COc1ccc(Cc2ccccc2O)cc1, ClCCl. Yields the product COc1ccc(Cc2ccccc2OC2OC(COC(C)=O)C(OC(C)=O)C(OC(C)=O)C2OC(C)=O)cc1. RXN SMILES: [B:52]([F:53])([F:54])[F:55].[C:17]([CH3:18])(=[O:19])[O:20][CH:21]1[CH:22]([O:23][C:24](=[NH:25])[C:26]([Cl:27])([Cl:28])[Cl:29])[O:30][CH:31]([CH2:42][O:43][C:44]([CH3:45])=[O:46])[CH:32]([O:38][C:39]([CH3:40])=[O:41])[CH:33]1[O:34][C:35]([CH3:36])=[O:37].[CH2:47]([O:48][CH2:49][CH3:50])[CH3:51].[CH3:1][O:2][c:3]1[cH:4][cH:5][c:6]([CH2:7][c:8]2[c:9]([OH:14])[cH:10][cH:11][cH:12][cH:13]2)[cH:15][cH:16]1.[Cl:56][CH2:57][Cl:58]>>[CH3:1][O:2][c:3]1[cH:4][cH:5][c:6]([CH2:7][c:8]2[c:9]([O:14][CH:22]3[CH:21]([O:20][C:17]([CH3:18])=[O:19])[CH:33]([O:34][C:35]([CH3:36])=[O:37])[CH:32]([O:38][C:39]([CH3:40])=[O:41])[CH:31]([CH2:42][O:43][C:44]([CH3:45])=[O:46])[O:30]3)[cH:10][cH:11][cH:12][cH:13]2)[cH:15][cH:16]1. Starting materials: [Cl-], Cl, [K+], O=N[O-], Cc1ccc(N)c2c1CC(C)O2, [Na+], [Na+], [Na+], [Na+], [Na+], O, O=S([O-])[O-], O=S([O-])S(=O)[O-]. Product: Cc1ccc(NN)c2c1CC(C)O2. As a reaction SMILES: [Cl-:32].[ClH:1].[K+:33].[N:14]([O-:15])=[O:16].[NH2:2][c:3]1[cH:4][cH:5][c:6]([CH3:13])[c:7]2[c:11]1[O:10][CH:9]([CH3:12])[CH2:8]2.[Na+:17].[Na+:22].[Na+:23].[Na+:30].[Na+:31].[OH2:34].[S:18]([O-:19])([O-:20])=[O:21].[S:24]([S:25]([O-:26])=[O:27])([O-:28])=[O:29]>>[NH:2]([c:3]1[cH:4][cH:5][c:6]([CH3:13])[c:7]2[c:11]1[O:10][CH:9]([CH3:12])[CH2:8]2)[NH2:14]. Product: COC(=O)c1cnc(N2CCC(CC3CCN(C4CCC4)CC3)CC2)cn1. RXN SMILES: [C:29](=[O:30])([O-:31])[O-:32].[CH3:35][C:36]#[N:37].[CH:1]1([N:5]2[CH2:6][CH2:7][CH:8]([CH2:11][CH:12]3[CH2:13][CH2:14][NH:15][CH2:16][CH2:17]3)[CH2:9][CH2:10]2)[CH2:2][CH2:3][CH2:4]1.[Cl:18][c:19]1[n:20][cH:21][c:22]([C:25](=[O:26])[O:27][CH3:28])[n:23][cH:24]1.[K+:33].[K+:34]>>[CH:1]1([N:5]2[CH2:6][CH2:7][CH:8]([CH2:11][CH:12]3[CH2:13][CH2:14][N:15]([c:19]4[n:20][cH:21][c:22]([C:25](=[O:26])[O:27][CH3:28])[n:23][cH:24]4)[CH2:16][CH2:17]3)[CH2:9][CH2:10]2)[CH2:2][CH2:3][CH2:4]1. Reactants: O=C([O-])[O-], CC#N, C1CC(N2CCC(CC3CCNCC3)CC2)C1, COC(=O)c1cnc(Cl)cn1, [K+], [K+]. The reactants are ClC1=C(C(=O)O)C=CC=C1 (2-chlorobenzoic acid), [OH-].[Na+] (sodium hydroxide), [I-].[Na+] (sodium iodide), ClC1=CC=C(C=C1)S (4-chlorothiophenol). Run in O (water). Yields the product ClC1=CC=C(SC2=C(C(=O)O)C=CC=C2)C=C1 (2-(4'-chlorothiophenoxy)benzoic acid). As a reaction SMILES: Cl[C:2]1[CH:10]=[CH:9][CH:8]=[CH:7][C:3]=1[C:4]([OH:6])=[O:5].[I-].[Na+].[Cl:13][C:14]1[CH:19]=[CH:18][C:17]([SH:20])=[CH:16][CH:15]=1.[OH-].[Na+]>O>[Cl:13][C:14]1[CH:19]=[CH:18][C:17]([S:20][C:2]2[CH:10]=[CH:9][CH:8]=[CH:7][C:3]=2[C:4]([OH:6])=[O:5])=[CH:16][CH:15]=1 |f:1.2,4.5|. Procedure details: To a well stirred mixture of 15.7 g. (0.1 mole) of 2-chlorobenzoic acid and 15.0 g. (0.1 mole) of sodium iodide in 250 ml. of 4-chlorothiophenol was rapidly added a solution of 16 g. (0.4 mole) of sodium hydroxide dissolved in 16 ml. of water. The reaction mixture was heated and concentrated under reduced pressure to an internal temperature of about 145° C. to remove the water and some excess 4-chlorothiophenol. The residue was then stirred at 170° C. for about 7 hours, cooled and diluted with 2... Starting materials: ClC1=C(C=2N=C(C(=NC2C=C1Cl)OC)OC)B(O)O (6,7-dichloro-2,3-dimethoxyquinoxaline-5-boronic acid), BrC1=CC=NC=C1 (4-bromopyridine), C(C)O (ethanol), C1(=CC=CC=C1)C (toluene). The reagents and catalysts are C1=CC=C(C=C1)P(C2=CC=CC=C2)C3=CC=CC=C3.C1=CC=C(C=C1)P(C2=CC=CC=C2)C3=CC=CC=C3.C1=CC=C(C=C1)P(C2=CC=CC=C2)C3=CC=CC=C3.C1=CC=C(C=C1)P(C2=CC=CC=C2)C3=CC=CC=C3.[Pd] (tetrakis(triphenylphosphine)palladium(O)). Solvent: C([O-])([O-])=O.[Na+].[Na+] (sodium carbonate). Yields the product ClC=1C(=C2N=C(C(=NC2=CC1Cl)OC)OC)C1=CC=NC=C1 (6,7-Dichloro-2,3-dimethoxy-5-(4-pyridyl)quinoxaline). The yield is 37.8%. As a reaction SMILES: [Cl:1][C:2]1[C:11]([Cl:12])=[CH:10][C:9]2[N:8]=[C:7]([O:13][CH3:14])[C:6]([O:15][CH3:16])=[N:5][C:4]=2[C:3]=1B(O)O.Br[C:21]1[CH:26]=[CH:25][N:24]=[CH:23][CH:22]=1.C(O)C.C1(C)C=CC=CC=1>C(=O)([O-])[O-].[Na+].[Na+].C1C=CC(P(C2C=CC=CC=2)C2C=CC=CC=2)=CC=1.C1C=CC(P(C2C=CC=CC=2)C2C=CC=CC=2)=CC=1.C1C=CC(P(C2C=CC=CC=2)C2C=CC=CC=2)=CC=1.C1C=CC(P(C2C=CC=CC=2)C2C=CC=CC=2)=CC=1.[Pd]>[Cl:1][C:2]1[C:3]([C:21]2[CH:26]=[CH:25][N:24]=[CH:23][CH:22]=2)=[C:4]2[C:9](=[CH:10][C:11]=1[Cl:12])[N:8]=[C:7]([O:13][CH3:14])[C:6]([O:15][CH3:16])=[N:5]2 |f:4.5.6,7.8.9.10.11|. Procedure: A mixture of 6,7-dichloro-2,3-dimethoxyquinoxaline-5-boronic acid (0.27 g, 0.89 mmol), 4-bromopyridine (0.14 g, 0.89 mmol) and tetrakis(triphenylphosphine)palladium(O) (0.031 g, 0.026 mmol) in a mixture of 2M aqueous sodium carbonate solution (1 mL), ethanol (0.5 mL) and toluene (10 mL) was heated under nitrogen under reflux for 24 hours. After being cooled the mixture was partitioned between water (20 mL) and dichloromethane (20 mL). The phases were separated and the aqueous phase was extracted... Starting materials: C(C)(C)(C)OC(=O)N1CC2=C(N=C(N=C2)N)CC1 (6-t-Butoxycarbonyl-5,6,7,8-tetrahydropyrido[4,3-d]pyrimidin-2-ylamine), Intermediate 3, BrC=1C=C(C(=C(C1)OC)OC)OC (5-bromo-1,2,3-trimethoxybenzene), Cl BrettPhos Pd, CC(C)C1=CC(=C(C(=C1)C(C)C)C2=C(C=CC(=C2P(C3CCCCC3)C4CCCCC4)OC)OC)C(C)C (BrettPhos), C([O-])([O-])=O.[Cs+].[Cs+] (cesium carbonate). Solvent: CCOC(=O)C (EtOAc), CC(C)(C)O (t-BuOH). Reaction conditions: temperature 110 celsius. Product: C(C)(C)(C)OC(=O)N1CC2=C(N=C(N=C2)NC2=CC(=C(C(=C2)OC)OC)OC)CC1 (t-Butyl-2-[(3,4,5-trimethoxyphenyl)amino]-5,6,7,8-tetrahydropyrido[4,3-d]pyrimidine-6-carboxylate). Isolated yield 79.0%. Reaction SMILES: [C:1]([O:5][C:6]([N:8]1[CH2:18][CH2:17][C:11]2[N:12]=[C:13]([NH2:16])[N:14]=[CH:15][C:10]=2[CH2:9]1)=[O:7])([CH3:4])([CH3:3])[CH3:2].Br[C:20]1[CH:21]=[C:22]([O:30][CH3:31])[C:23]([O:28][CH3:29])=[C:24]([O:26][CH3:27])[CH:25]=1.CC(C1C=C(C(C)C)C(C2C(P(C3CCCCC3)C3CCCCC3)=C(OC)C=CC=2OC)=C(C(C)C)C=1)C.C(=O)([O-])[O-].[Cs+].[Cs+]>CC(O)(C)C.CCOC(C)=O>[C:1]([O:5][C:6]([N:8]1[CH2:18][CH2:17][C:11]2[N:12]=[C:13]([NH:16][C:20]3[CH:21]=[C:22]([O:30][CH3:31])[C:23]([O:28][CH3:29])=[C:24]([O:26][CH3:27])[CH:25]=3)[N:14]=[CH:15][C:10]=2[CH2:9]1)=[O:7])([CH3:4])([CH3:2])[CH3:3] |f:3.4.5|. Procedure: A mixture of 6-t-Butoxycarbonyl-5,6,7,8-tetrahydropyrido[4,3-d]pyrimidin-2-ylamine, Intermediate 3 (500 mg, 2.0 mmol), 5-bromo-1,2,3-trimethoxybenzene (494 mg, 2.0 mmol), Cl-BrettPhos-Pd precatalyst/BrettPhos admixture (53 mg, 0.040 mmol (1:1 mol: mol)) and cesium carbonate (912 mg, 2.80 mmol) in t-BuOH (15 mL) was heated at 110° C. for 16 hours. Upon cooling, the reaction mixture was diluted with EtOAc and the insolubles were filtered off (celite). The filtrate was concentrated and the residue ...